From a dataset of the Open Reaction Database (ORD), a public repository of structured organic reaction records. describe an organic reaction: reactants, conditions, products, and yield The reactants are N-BuLi, C(CCCCC)C1=CSC=C1 (3-hexylthiophene), ClC(=C(F)F)F (chlorotrifluorethylene). Run in petrol. Run at time 1 hour. Yields the product ClC(=C(F)C1=CC(=CS1)CCCCCC)F (5-(2′-chloro-1,2-difluorovinyl)-3-hexylthiophene). RXN SMILES: [CH2:1]([C:7]1[CH:11]=[CH:10][S:9][CH:8]=1)[CH2:2][CH2:3][CH2:4][CH2:5][CH3:6].[Cl:12][C:13]([F:17])=[C:14](F)[F:15]>>[Cl:12][C:13]([F:17])=[C:14]([C:10]1[S:9][CH:8]=[C:7]([CH2:1][CH2:2][CH2:3][CH2:4][CH2:5][CH3:6])[CH:11]=1)[F:15]. Procedure details: A solution of 3-hexylthiophene (30 g, 0179 mol) in anhydrous petrol (40-60 C., 100 ml) was cooled to −10 C. and diisopropylamine (freshly distilled, 18.1 g, 0179 mol) and tetramethylethylenediamine (TMEDA) (33 g, 028 mol) were added. N-BuLi (1.6M in hexanes, 113 ml, 0.18 mol) was added dropwise over 30 min at −10 C. The solution was warmed to 0 C. over 1 h, and then added via cannula to a solution of chlorotrifluorethylene at −78 C. The reaction was warmed to RT over 2 h and stirred for a furthe... Starting materials: CC(Cl)c1cccnc1, OC1=CC(COC)=NC(SC)=N1. Reagents/catalysts: O=C([O-])[O-].[Cs+].[Cs+] (cesium carbonate), [I-].[K+] (potassium iodide). The solvent is CN(C)C=O (DMF), CN(C)C=O (dmf), CN(C)C=O (DMF). Conditions: temperature 70 celsius, time 16 hour. Product: CC(C%22=CC=CN=C%22)OC%23=CC(COC)=NC(SC)=N%23. Starting materials: O=C(Nc1ccccc1)Nc1ccc(Cc2ccc(NC(=O)OCc3ccccc3)cc2)cc1, CCO. The product is Nc1ccc(Cc2ccc(NC(=O)Nc3ccccc3)cc2)cc1. Reaction SMILES: [CH2:1]([O:2][C:3](=[O:4])[NH:10][c:11]1[cH:12][cH:13][c:14]([CH2:17][c:18]2[cH:19][cH:20][c:21]([NH:24][C:25](=[O:26])[NH:27][c:28]3[cH:29][cH:30][cH:31][cH:32][cH:33]3)[cH:22][cH:23]2)[cH:15][cH:16]1)[c:5]1[cH:6][cH:7][cH:8][cH:9][cH:34]1.[CH3:35][CH2:36][OH:37]>>[NH2:10][c:11]1[cH:12][cH:13][c:14]([CH2:17][c:18]2[cH:19][cH:20][c:21]([NH:24][C:25](=[O:26])[NH:27][c:28]3[cH:29][cH:30][cH:31][cH:32][cH:33]3)[cH:22][cH:23]2)[cH:15][cH:16]1. The solvent is C(C)(=O)O (acetic acid), O (water). Reaction conditions: time 4 hour. Procedure details: To a solution of ethyl 6-{[4-(4-aminophenyl)-6-phenyl-2-pyridyl]oxy}hexanoate (3 g) and acetone (0.54 cc) in acetic acid (45 cc), brought to 15° C., is slowly added sodium borohydride (1.14 g) so as to maintain the temperature below 22° C. The mixture is then stirred at room temperature for 4 hours. The reaction mixture is then poured in distilled water (150 cc) and extracted with ethyl ether (2×100 cc). The combined organic phases are washed with distilled water until neutrality, dried over sod... RXN SMILES: [NH2:1][C:2]1[CH:7]=[CH:6][C:5]([C:8]2[CH:13]=[C:12]([C:14]3[CH:19]=[CH:18][CH:17]=[CH:16][CH:15]=3)[N:11]=[C:10]([O:20][CH2:21][CH2:22][CH2:23][CH2:24][CH2:25][C:26]([O:28][CH2:29][CH3:30])=[O:27])[CH:9]=2)=[CH:4][CH:3]=1.[CH3:31][C:32]([CH3:34])=O.[BH4-].[Na+]>C(O)(=O)C.O>[CH:32]([NH:1][C:2]1[CH:7]=[CH:6][C:5]([C:8]2[CH:13]=[C:12]([C:14]3[CH:19]=[CH:18][CH:17]=[CH:16][CH:15]=3)[N:11]=[C:10]([O:20][CH2:21][CH2:22][CH2:23][CH2:24][CH2:25][C:26]([O:28][CH2:29][CH3:30])=[O:27])[CH:9]=2)=[CH:4][CH:3]=1)([CH3:34])[CH3:31] |f:2.3|. Yields the product C(C)(C)NC1=CC=C(C=C1)C1=CC(=NC(=C1)C1=CC=CC=C1)OCCCCCC(=O)OCC (ethyl 6-{[4-(4-isopropylaminophenyl)-6-phenyl-2-pyridyl]oxy}hexanoate). The reactants are NC1=CC=C(C=C1)C1=CC(=NC(=C1)C1=CC=CC=C1)OCCCCCC(=O)OCC (ethyl 6-{[4-(4-aminophenyl)-6-phenyl-2-pyridyl]oxy}hexanoate), CC(=O)C (acetone), [BH4-].[Na+] (sodium borohydride).